Dataset: the Open Reaction Database (ORD), a public repository of structured organic reaction records. Task: describe an organic reaction: reactants, conditions, products, and yield The reactants are FC(COC1=C(C(=O)O)C=C(C=C1)OCC(F)(F)F)(F)F (2,5-bis(2,2,2-trifluoroethoxy)benzoic acid), NCC1=NC=CC=C1 (2-(aminomethyl)pyridine), NCC1=NC=CC=C1 (2-(aminomethyl)pyridine). Solvent: C(C)(=O)OCC (ethyl acetate). The product is FC(COC1=C(C(=O)NCC2=NC=CC=C2)C=C(C=C1)OCC(F)(F)F)(F)F (2,5-bis(2,2,2-trifluoroethoxy)-N-(2-pyridylmethyl)-benzamide). The yield is 685.8%. Reaction SMILES: [F:1][C:2]([F:21])([F:20])[CH2:3][O:4][C:5]1[CH:13]=[CH:12][C:11]([O:14][CH2:15][C:16]([F:19])([F:18])[F:17])=[CH:10][C:6]=1[C:7]([OH:9])=O.[NH2:22][CH2:23][C:24]1[CH:29]=[CH:28][CH:27]=[CH:26][N:25]=1>C(OCC)(=O)C>[F:20][C:2]([F:1])([F:21])[CH2:3][O:4][C:5]1[CH:13]=[CH:12][C:11]([O:14][CH2:15][C:16]([F:19])([F:18])[F:17])=[CH:10][C:6]=1[C:7]([NH:22][CH2:23][C:24]1[CH:29]=[CH:28][CH:27]=[CH:26][N:25]=1)=[O:9]. Reported procedure: To a solution of 8.93 g (2.5 mmole) of compound (II) in 80 mL of ethyl acetate under argon, 2-(aminomethyl)pyridine (3.2 g, 3.0 mmole) were added with stirring and the mixture was refluxed for 4 hours. An additional 1 g of 2-(aminomethyl)pyridine was added and the mixture was refluxed for two more hours. The ethyl acetate was evaporated under reduced pressure and the residue was passed through a 12 cm column containing silica gel with a mixture of methylene chloride:hexane (1:1) as eluent. The c... Reactants: ClC1=CC=C(S1)C(=O)O (5-chloro-2-thiophenecarboxylic acid), C(C=C)N (allylamine), C[Si](C)(C)Cl (TMSCl). Yields the product ClC1=CC(=C(S1)C(=O)NCC=C)[Si](C)(C)C (5-Chloro-N-(2-propenyl)-3-(trimethylsilyl)-2-thiophenecarboxamide). As a reaction SMILES: [Cl:1][C:2]1[S:6][C:5]([C:7]([OH:9])=O)=[CH:4][CH:3]=1.[CH2:10]([NH2:13])[CH:11]=[CH2:12].[CH3:14][Si:15](Cl)([CH3:17])[CH3:16]>>[Cl:1][C:2]1[S:6][C:5]([C:7]([NH:13][CH2:10][CH:11]=[CH2:12])=[O:9])=[C:4]([Si:15]([CH3:17])([CH3:16])[CH3:14])[CH:3]=1. Procedure: The title compound was prepared from 5-chloro-2-thiophenecarboxylic acid and allylamine, followed by reaction with TMSCl using the methods of Example 248 to afford 0.7 g of the title compound as a white solid. 20 m.p. 63°-66° C. The solvent is CC(C)O (2-propanol). Reaction conditions: temperature 15 celsius, time 20 hour. Product: ClC1=C(C=CC=C1)C1C(=C(NC(=C1C(=O)OC)C)COCCN1C(C2=CC=CC=C2C1=O)=O)C(=O)OC (Dimethyl 4-(2-chlorophenyl)-2-{[2-(1.3-dioxo-1.3-dihydro-2H-isoindol-2-yl)ethoxy]methyl}-6-methyl-1.4-dihydro-3.5-pyridine dicarboxylate). Reaction SMILES: [Cl:1][C:2]1[CH:30]=[CH:29][CH:28]=[CH:27][C:3]=1[CH:4]=[C:5]([C:10]([CH2:12][O:13][CH2:14][CH2:15][N:16]1[C:20](=[O:21])[C:19]2=[CH:22][CH:23]=[CH:24][CH:25]=[C:18]2[C:17]1=[O:26])=O)[C:6]([O:8][CH3:9])=[O:7].[CH3:31][O:32][C:33](=[O:38])/[CH:34]=[C:35](\[NH2:37])/[CH3:36]>CC(O)C>[Cl:1][C:2]1[CH:30]=[CH:29][CH:28]=[CH:27][C:3]=1[CH:4]1[C:34]([C:33]([O:32][CH3:31])=[O:38])=[C:35]([CH3:36])[NH:37][C:10]([CH2:12][O:13][CH2:14][CH2:15][N:16]2[C:20](=[O:21])[C:19]3[C:18](=[CH:25][CH:24]=[CH:23][CH:22]=3)[C:17]2=[O:26])=[C:5]1[C:6]([O:8][CH3:9])=[O:7]. Reported procedure: 92.1 g of methyl 2-(o-chlorobenzylidene)-4-(2-phthalimidoethoxy)acetoacetate was dissolved in 108 ml of 2-propanol at 80° C. 31.3 g of methyl-3-aminocrotonate was added and the mixture was heated at the same temperature for 24 hours. The mixture was evaporated to dryness. The residue was dissolved in 162 ml of glacial acetic acid at 80° C. The mixture was cooled to 15° C. and stirred at the same temperature for 20 hours. The solid was filtered off and washed with 83 ml of glacial acetic acid. Th... The reactants are ClC1=C(C=C(C(=O)OC)C(=O)COCCN2C(C=3C(C2=O)=CC=CC3)=O)C=CC=C1 (methyl 2-(o-chlorobenzylidene)-4-(2-phthalimidoethoxy)acetoacetate), COC(\C=C(\C)/N)=O (methyl-3-aminocrotonate). Run at time 1 hour. Procedure: To a solution of 2-chloro-N-[(1R)-1-(3,5-difluorophenyl)-2-hydroxyethyl]acetamide from Step C (840 mg, 3.37 mmol) in THF (75 mL) at 0° C. was added NaH (291 mg of a 60% dispersion in oil, 7.28 mmol) and the mixture was stirred at ambient temperature for 1 h. Saturated aqueous NH4Cl (10 mL) was added and the mixture was extracted with EtOAc (2×20 mL). The combined organic layers were dried over Na2SO4, filtered, and concentrated in vacuo. The crude product was purified by silica gel chromatograph... The reactants are ClCC(=O)N[C@@H](CO)C1=CC(=CC(=C1)F)F (2-Chloro-N-[(1R)-1-(3,5-difluorophenyl)-2-hydroxyethyl]acetamide), [H-].[Na+] (NaH), [NH4+].[Cl-] (NH4Cl). Run in C1CCOC1 (THF). Product: FC=1C=C(C=C(C1)F)[C@@H]1COCC(N1)=O ((5R)-5-(3,5-Difluorophenyl)morpholin-3-one). RXN SMILES: Cl[CH2:2][C:3]([NH:5][C@H:6]([C:9]1[CH:14]=[C:13]([F:15])[CH:12]=[C:11]([F:16])[CH:10]=1)[CH2:7][OH:8])=[O:4].[H-].[Na+].[NH4+].[Cl-]>C1COCC1>[F:16][C:11]1[CH:10]=[C:9]([C@H:6]2[NH:5][C:3](=[O:4])[CH2:2][O:8][CH2:7]2)[CH:14]=[C:13]([F:15])[CH:12]=1 |f:1.2,3.4|. The reactants are [N+](=O)([O-])C1=C(NC(C(C)C)=O)C=CC(=C1)C(F)(F)F (2'-nitro-4'-trifluoromethylisobutyranilide), [H][H] (hydrogen). Reagents/catalysts: [Pd] (palladium on charcoal). Run in C(C)O (ethanol). The product is NC1=C(NC(C(C)C)=O)C=CC(=C1)C(F)(F)F (2'-amino-4'-trifluoromethylisobutyranilide). RXN SMILES: [N+:1]([C:4]1[CH:15]=[C:14]([C:16]([F:19])([F:18])[F:17])[CH:13]=[CH:12][C:5]=1[NH:6][C:7](=[O:11])[CH:8]([CH3:10])[CH3:9])([O-])=O.[H][H]>C(O)C.[Pd]>[NH2:1][C:4]1[CH:15]=[C:14]([C:16]([F:17])([F:18])[F:19])[CH:13]=[CH:12][C:5]=1[NH:6][C:7](=[O:11])[CH:8]([CH3:10])[CH3:9]. Reported procedure: Shake 85 g. of 2'-nitro-4'-trifluoromethylisobutyranilide in 1.0 liter of ethanol containing 3.0 g. of 5% palladium on charcoal in a parr shaker under approximately 50 lbs. per square inch hydrogen pressure for twenty-four hours. Filter, remove the ethanol and recrystallize from a dichloromethane-chloroform-hexane mixture, obtaining the product of this step. Reactants: C1(CCCCC1)C=O (cyclohexanecarboxaldehyde), C=O (formaldehyde). The solvent is [OH-].[Na+] (Sodium hydroxide). The product is OCC1(CCCCC1)C=O (1-(Hydroxymethyl)-cyclohexanecarboxaldehyde). Yield: 59.2%. As a reaction SMILES: [CH:1]1([CH:7]=[O:8])[CH2:6][CH2:5][CH2:4][CH2:3][CH2:2]1.[CH2:9]=[O:10]>[OH-].[Na+]>[OH:8][CH2:7][C:1]1([CH:9]=[O:10])[CH2:6][CH2:5][CH2:4][CH2:3][CH2:2]1 |f:2.3|. Procedure details: To a cold (0° C. mixture of 100 g (0.891 mole) of cyclohexanecarboxaldehyde, 76.5 g of 37% of formaldehyde in 225 ml of mnethanol was added dropwise 90 ml of 1 N Sodium hydroxide in 1 h. The reaction mixture was stirred at room temperature over 48 then was evaporated to remove methanol. The reaction mixture was diluted with water and extracted with methylene chloride. The organic layer was washed with water, brine, and dried over sodium sulfate and concentrated under vacuum to give 75 g (59.7%) ... Reactants: C(C1=CC=CC=C1)N1[C@@]2(C(CC[C@H]1[C@@H](C2)C(=O)OC(C)(C)C)=O)C2=CC=CC=C2 ((1R*,5S*,6R*)-8-Benzyl-6-(tert-butoxycarbonyl)-1-phenyl-8-azabicyclo[3.2.1]octan-2-one), C(C1=CC=CC=C1)N (benzylamine), C(#N)[BH3-].[Na+] (sodium cyanoborohydride). The reagents and catalysts are O.C1(=CC=C(C=C1)S(=O)(=O)O)C (p-toluenesulfonic acid monohydrate). The solvent is C1(=CC=CC=C1)C (toluene). Conditions: time 2 hour. Yields the product C(C1=CC=CC=C1)N[C@H]1[C@@]2(C[C@H]([C@H](CC1)N2CC2=CC=CC=C2)C(=O)OC(C)(C)C)C2=CC=CC=C2 ((1R*,2R*,5S*,6R*)-2-Benzylamino-8-benzyl-6-(tert-butoxycarbonyl)-1-phenyl-8-azabicyclo[3.2.1]octane). Isolated yield 62.5%. Reaction SMILES: [CH2:1]([N:8]1[C@@H:13]2[C@H:14]([C:16]([O:18][C:19]([CH3:22])([CH3:21])[CH3:20])=[O:17])[CH2:15][C@@:9]1([C:24]1[CH:29]=[CH:28][CH:27]=[CH:26][CH:25]=1)[C:10](=O)[CH2:11][CH2:12]2)[C:2]1[CH:7]=[CH:6][CH:5]=[CH:4][CH:3]=1.[CH2:30]([NH2:37])[C:31]1[CH:36]=[CH:35][CH:34]=[CH:33][CH:32]=1.C([BH3-])#N.[Na+]>C1(C)C=CC=CC=1.O.C1(C)C=CC(S(O)(=O)=O)=CC=1>[CH2:30]([NH:37][C@@H:10]1[CH2:11][CH2:12][C@@H:13]2[N:8]([CH2:1][C:2]3[CH:3]=[CH:4][CH:5]=[CH:6][CH:7]=3)[C@@:9]1([C:24]1[CH:25]=[CH:26][CH:27]=[CH:28][CH:29]=1)[CH2:15][C@H:14]2[C:16]([O:18][C:19]([CH3:20])([CH3:21])[CH3:22])=[O:17])[C:31]1[CH:36]=[CH:35][CH:34]=[CH:33][CH:32]=1 |f:2.3,5.6|. Reported procedure: (1R*,5S*,6R*)-8-Benzyl-6-(tert-butoxycarbonyl)-1-phenyl-8-azabicyclo[3.2.1]octan-2-one (Description 17; 5.0 g, 12.8 mmol), p-toluenesulfonic acid monohydrate (25 mg) and benzylamine (2.1 g, 20 mmol) in toluene (50mL) was heated at reflux under Dean Stark conditions for 24 hours, then cooled and the solvent removed in vacuo. The residue was dissolved in methanol (100 mL) and sodium cyanoborohydride (900 mg, 14 mmol) added. The solution formed was stirred at room temperature for 2 hours then conce...